From a dataset of the Open Reaction Database (ORD), a public repository of structured organic reaction records. describe an organic reaction: reactants, conditions, products, and yield The reactants are CC(=O)O, CC(=O)OC(C)=O, O=[N+]([O-])c1cccc2cnc(O)cc12, c1ccncc1. Yields the product CC(=O)Oc1cc2c([N+](=O)[O-])cccc2cn1. RXN SMILES: [CH3:15][C:16]([OH:17])=[O:18].[CH3:25][C:26]([O:27][C:28](=[O:29])[CH3:30])=[O:31].[N+:1](=[O:2])([O-:3])[c:4]1[c:5]2[cH:6][c:7]([OH:14])[n:8][cH:9][c:10]2[cH:11][cH:12][cH:13]1.[cH:19]1[cH:20][cH:21][n:22][cH:23][cH:24]1>>[N+:1](=[O:2])([O-:3])[c:4]1[c:5]2[cH:6][c:7]([O:14][C:16]([CH3:15])=[O:17])[n:8][cH:9][c:10]2[cH:11][cH:12][cH:13]1. Starting materials: [H-].[Al+3].[Li+].[H-].[H-].[H-] (lithium aluminum hydride), 1α,2α-epoxide, CC(C)(CCC[C@@H](C)[C@H]1CC[C@H]2C3=CC=C4C[C@H](C=C[C@]4(C)[C@H]3CC[C@]12C)O)O (cholesta-1,5,7-triene-3β,25-diol), C1(=CC=CC=C1)N1C(N=NC1=O)=O (4-phenyl-1,2,4-triazoline-3,5-dione), [H-].[Al+3].[Li+].[H-].[H-].[H-] (lithium aluminum hydride). The solvent is O1CCCC1 (tetrahydrofuran), O1CCCC1 (tetrahydrofuran). Run at time 1 hour. Product: CC(C)(CCC[C@@H](C)[C@H]1CC[C@H]2C3=CC=C4C[C@H](C[C@@H]([C@]4(C)[C@H]3CC[C@]12C)O)O)O (cholesta-5,7-diene-1α,3β,25-triol). RXN SMILES: [CH3:1][C:2]([OH:29])([CH2:4][CH2:5][CH2:6][C@H:7]([C@@H:9]1[C@:26]2([CH3:27])[C@H:12]([C:13]3[C@H:23]([CH2:24][CH2:25]2)[C@:21]2([CH3:22])[C:16]([CH2:17][C@@H:18]([OH:28])[CH:19]=[CH:20]2)=[CH:15][CH:14]=3)[CH2:11][CH2:10]1)[CH3:8])[CH3:3].C1(N2C(=[O:41])N=NC2=O)C=CC=CC=1.[H-].[Al+3].[Li+].[H-].[H-].[H-]>O1CCCC1>[CH3:1][C:2]([OH:29])([CH2:4][CH2:5][CH2:6][C@H:7]([C@@H:9]1[C@:26]2([CH3:27])[C@H:12]([C:13]3[C@H:23]([CH2:24][CH2:25]2)[C@:21]2([CH3:22])[C:16]([CH2:17][C@@H:18]([OH:28])[CH2:19][C@@H:20]2[OH:41])=[CH:15][CH:14]=3)[CH2:11][CH2:10]1)[CH3:8])[CH3:3] |f:2.3.4.5.6.7|. Reported procedure: 140.3 g of the 1α,2α-epoxide of the 1,4-cyclic adduct of cholesta-1,5,7-triene-3β,25-diol and 4-phenyl-1,2,4-triazoline-3,5-dione obtained in Example 2 was dissolved in 15 ml of tetrahydrofuran, and 142 mg of lithium aluminum hydride was added little by little to the solution under agitation. Then, the mixture was mildly refluxed and boiled for 1 hour and cooled, and 20 ml of tetrahydrofuran was added to the reaction mixture. A saturated aqueous solution of Glauber salt was added to the reaction...